From a dataset of the Open Reaction Database (ORD), a public repository of structured organic reaction records. describe an organic reaction: reactants, conditions, products, and yield The reactants are COc1cc(Br)c(C(=O)NC(C)(C)CO)cc1OC, O=S(Cl)Cl. Yields the product COc1cc(Br)c(C2=NC(C)(C)CO2)cc1OC. Reaction SMILES: [Br:1][c:2]1[c:3]([C:4](=[O:5])[NH:6][C:7]([CH2:8][OH:9])([CH3:10])[CH3:11])[cH:12][c:13]([O:18][CH3:19])[c:14]([O:16][CH3:17])[cH:15]1.[S:20]([Cl:21])([Cl:22])=[O:23]>>[Br:1][c:2]1[c:3]([C:4]2=[N:6][C:7]([CH3:10])([CH3:11])[CH2:8][O:9]2)[cH:12][c:13]([O:18][CH3:19])[c:14]([O:16][CH3:17])[cH:15]1. The reactants are CCc1cc(Br)ccc1CCNC, ClCCl, N#Cc1cccc(N=C=O)c1. Yields the product CCc1cc(Br)ccc1CCN(C)C(=O)Nc1cccc(C#N)c1. Reaction SMILES: [Br:1][c:2]1[cH:3][c:4]([CH2:12][CH3:13])[c:5]([CH2:8][CH2:9][NH:10][CH3:11])[cH:6][cH:7]1.[Cl:25][CH2:26][Cl:27].[N:14](=[C:15]=[O:16])[c:17]1[cH:18][c:19]([C:20]#[N:21])[cH:22][cH:23][cH:24]1>>[Br:1][c:2]1[cH:3][c:4]([CH2:12][CH3:13])[c:5]([CH2:8][CH2:9][N:10]([CH3:11])[C:15]([NH:14][c:17]2[cH:18][c:19]([C:20]#[N:21])[cH:22][cH:23][cH:24]2)=[O:16])[cH:6][cH:7]1. Starting materials: C(C)OC(=O)N1C(C(=CC1)CP(=O)(OCC)OCC)C(=O)OCC (ethyl 1-ethoxycarbonyl-3-(di-ethylphosphonomethyl)-2,5-dihydropyrrole-2-carboxylate). Reagents/catalysts: [Pd] (Pd/C). Run in C(C)O (ethyl alcohol). Product: C(C)OC(=O)N1[C@H]([C@@H](CC1)CP(=O)(OCC)OCC)C(=O)OCC (trans ethyl 1-ethoxycarbonyl-3-(diethylphosphonomethyl)-pyrrolidine-2-carboxylate). RXN SMILES: [CH2:1]([O:3][C:4]([N:6]1[CH2:10][CH:9]=[C:8]([CH2:11][P:12]([O:17][CH2:18][CH3:19])([O:14][CH2:15][CH3:16])=[O:13])[CH:7]1[C:20]([O:22][CH2:23][CH3:24])=[O:21])=[O:5])[CH3:2]>C(O)C.[Pd]>[CH2:1]([O:3][C:4]([N:6]1[CH2:10][CH2:9][C@@H:8]([CH2:11][P:12]([O:14][CH2:15][CH3:16])([O:17][CH2:18][CH3:19])=[O:13])[C@@H:7]1[C:20]([O:22][CH2:23][CH3:24])=[O:21])=[O:5])[CH3:2]. Procedure details: A solution of 2.75 g of ethyl 1-ethoxycarbonyl-3-(di-ethylphosphonomethyl)-2,5-dihydropyrrole-2-carboxylate in 35 ml ethyl alcohol and 1.5 g 10% Pd/C is hydrogenated at 3 atmospheres pressure to yield cis and trans ethyl 1-ethoxycarbonyl-3-(diethylphosphonomethyl)-pyrrolidine-2-carboxylate. The product is C12C(C3CC(CC(C1)C3)C2)(CO)CO (2,2-adamantane dimethanol). Conditions: time 18 hour. Run in CO (methanol), O1CCCC1 (tetrahydrofuran). Procedure: To a mixture of 283 g of 2-adamantane carbaldehyde (which had been synthesized by Darzen reaction of adamantanone with chloroacetate, hydrolysis of the resulting glycidyl ester, and subsequent heating for decarbonation), 300 g of tetrahydrofuran, and 500 ml of methanol under ice cooling, 380 g of a 37% formaldehyde aqueous solution was added and then 350 g of a 25% sodium hydroxide aqueous solution was added dropwise over 30 minutes. After the completion of dropwise addition, the ice bath was re... As a reaction SMILES: [CH:1]12[CH2:10][CH:5]3[CH2:6][CH:7]([CH2:9][CH:3]([CH2:4]3)[CH:2]1[CH:11]=[O:12])[CH2:8]2.C12CC3CC(CC(C3)[C:14]1=[O:23])C2.ClCC([O-])=O.C=O.[OH-].[Na+]>CO.O1CCCC1>[CH:1]12[CH2:10][CH:5]3[CH2:6][CH:7]([CH2:9][CH:3]([CH2:4]3)[C:2]1([CH2:14][OH:23])[CH2:11][OH:12])[CH2:8]2 |f:4.5|. Reactants: C12C(C3CC(CC(C1)C3)C2)=O (adamantanone), ClCC(=O)[O-] (chloroacetate), glycidyl ester, C12C(C3CC(CC(C1)C3)C2)C=O (2-adamantane carbaldehyde), C=O (formaldehyde), [OH-].[Na+] (sodium hydroxide). Starting materials: C1CN2CCN3CC[N+](=C23)CCN1, [Cl-], Cl, [Na+], [OH-], O=[N+]([O-])c1cc([N+](=O)[O-])c(O)c([N+](=O)[O-])c1. Yields the product C1CN2CCN3CCN4CCN1C243. RXN SMILES: [CH2:3]1[N:4]2[C:5]3=[N+:6]([CH2:7][CH2:8][N:9]3[CH2:10]1)[CH2:11][CH2:12][NH:13][CH2:14][CH2:15]2.[Cl-:2].[ClH:1].[Na+:17].[OH-:16].[OH:18][c:19]1[c:20]([N+:21](=[O:22])[O-:23])[cH:24][c:25]([N+:26](=[O:27])[O-:28])[cH:29][c:30]1[N+:31](=[O:32])[O-:33]>>[CH2:3]1[N:4]2[C:5]34[N:6]([CH2:7][CH2:8][N:9]3[CH2:10]1)[CH2:11][CH2:12][N:13]4[CH2:14][CH2:15]2. The reactants are [F-].[Cs+] (Caesium fluoride), CC1=CC=C(C=C1)S(=O)(=O)OC[C@H]2CO2 ((2R)-(−)-glycidyl tosylate), ClC1=CC=C2C(=C1NC1=NC=NC3=CC(=CC(=C13)OC1CCOCC1)F)OCO2 (4-(6-chloro-2,3-methylenedioxyanilino)-7-fluoro-5-tetrahydropyran-4-yloxyquinazoline), CN(C)C=O (DMF). Reaction conditions: temperature 70 celsius. The product is ClC1=CC=C2C(=C1NC1=NC(=NC3=CC(=CC=C13)OC[C@H]1CO1)OC1CCOCC1)OCO2 (4-(6-chloro-2,3-methylenedioxyanilino)-7-[(2R)-2,3-epoxypropoxy]-tetrahydropyran-4-yloxyquinazoline). As a reaction SMILES: [F-].[Cs+].CC1C=CC(S([O:13][CH2:14][C@@H:15]2[O:17][CH2:16]2)(=O)=O)=CC=1.[Cl:18][C:19]1[C:24]([NH:25][C:26]2[C:35]3[C:30](=[CH:31][C:32](F)=[CH:33][C:34]=3OC3CCOCC3)[N:29]=[CH:28][N:27]=2)=[C:23]2[O:44][CH2:45][O:46][C:22]2=[CH:21][CH:20]=1.CN([CH:50]=[O:51])C>>[Cl:18][C:19]1[C:24]([NH:25][C:26]2[C:35]3[C:30](=[CH:31][C:32]([O:13][CH2:14][C@@H:15]4[O:17][CH2:16]4)=[CH:33][CH:34]=3)[N:29]=[C:28]([O:44][CH:23]3[CH2:24][CH2:50][O:51][CH2:21][CH2:22]3)[N:27]=2)=[C:23]2[O:44][CH2:45][O:46][C:22]2=[CH:21][CH:20]=1 |f:0.1|. Procedure details: Caesium fluoride (0.46 g) and (2R)-(−)-glycidyl tosylate (0.275 g) were added in turn a solution of 4-(6-chloro-2,3-methylenedioxyanilino)-7-fluoro-5-tetrahydropyran-4-yloxyquinazoline (0.416 g) in DMF (5 ml) and the reaction mixture was stirred and heated to 60° C. for 2 hours and to 70° C. for a further 1.5 hours. The mixture was evaporated and the residue was partitioned between ethyl acetate and a saturated aqueous sodium bicarbonate solution. The organic layer was washed with water and with... Starting materials: O (water), FC1=C(C=CC=C1)[N+](=O)[O-] (2-Fluoronitrobenzene), ClC1=CC=C(N)C=C1 (4-chloroaniline), resultant solution. Solvent: N1=CC=CC=C1 (pyridine). Reaction conditions: temperature 80 celsius, time 18 hour. The product is ClC1=CC=C(C=C1)NC1=C(C=CC=C1)[N+](=O)[O-] (2-(4-Chlorophenylamino)nitrobenzene). Yield: 51.3%. RXN SMILES: F[C:2]1[CH:7]=[CH:6][CH:5]=[CH:4][C:3]=1[N+:8]([O-:10])=[O:9].[Cl:11][C:12]1[CH:18]=[CH:17][C:15]([NH2:16])=[CH:14][CH:13]=1.O>N1C=CC=CC=1>[Cl:11][C:12]1[CH:18]=[CH:17][C:15]([NH:16][C:2]2[CH:7]=[CH:6][CH:5]=[CH:4][C:3]=2[N+:8]([O-:10])=[O:9])=[CH:14][CH:13]=1. Reported procedure: 2-Fluoronitrobenzene (3.0 g) and 4-chloroaniline (2.5 g) were dissolved in pyridine (30 ml) and stirred at 80° C. for 18 hours. The resultant solution was allowed to cool, and thereafter, water (100 ml) was added thereto and the mixture was extracted with ethyl acetate (50 ml×3). The organic layer was washed with water and saturated brine and dried over anhydrous sodium sulfate. The solvent was removed under reduced pressure and the residue was re-crystallized from ethyl acetate-hexane, to there...